From a dataset of the Open Reaction Database (ORD), a public repository of structured organic reaction records. describe an organic reaction: reactants, conditions, products, and yield Starting materials: Cn1cc(Br)cc(Br)c1=O, O=C([O-])[O-], C1COCCO1, [Cs+], [Cs+], CC(C)(C)OC(=O)N1CCN(c2ccc(N)nc2)CC1, O=C(C=Cc1ccccc1)C=Cc1ccccc1, O=C(C=Cc1ccccc1)C=Cc1ccccc1, O=C(C=Cc1ccccc1)C=Cc1ccccc1, [Pd], [Pd]. Yields the product Cn1cc(Br)cc(Nc2ccc(N3CCN(C(=O)OC(C)(C)C)CC3)cn2)c1=O. Reaction SMILES: [Br:21][c:22]1[c:23](=[O:30])[n:24]([CH3:29])[cH:25][c:26]([Br:28])[cH:27]1.[C:31](=[O:32])([O-:33])[O-:34].[CH2:93]1[O:94][CH2:95][CH2:96][O:97][CH2:98]1.[Cs+:35].[Cs+:36].[NH2:1][c:2]1[cH:3][cH:4][c:5]([N:8]2[CH2:9][CH2:10][N:11]([C:14](=[O:15])[O:16][C:17]([CH3:18])([CH3:19])[CH3:20])[CH2:12][CH2:13]2)[cH:6][n:7]1.[O:39]=[C:40]([CH:41]=[CH:42][c:43]1[cH:44][cH:45][cH:46][cH:47][cH:48]1)[CH:49]=[CH:50][c:51]1[cH:52][cH:53][cH:54][cH:55][cH:56]1.[O:57]=[C:58]([CH:59]=[CH:60][c:61]1[cH:62][cH:63][cH:64][cH:65][cH:66]1)[CH:67]=[CH:68][c:69]1[cH:70][cH:71][cH:72][cH:73][cH:74]1.[O:75]=[C:76]([CH:77]=[CH:78][c:79]1[cH:80][cH:81][cH:82][cH:83][cH:84]1)[CH:85]=[CH:86][c:87]1[cH:88][cH:89][cH:90][cH:91][cH:92]1.[Pd:37].[Pd:38]>>[NH:1]([c:2]1[cH:3][cH:4][c:5]([N:8]2[CH2:9][CH2:10][N:11]([C:14](=[O:15])[O:16][C:17]([CH3:18])([CH3:19])[CH3:20])[CH2:12][CH2:13]2)[cH:6][n:7]1)[c:22]1[c:23](=[O:30])[n:24]([CH3:29])[cH:25][c:26]([Br:28])[cH:27]1. The reactants are CC1=C(C(=O)C2=CC=CC=C2)C=C(C=C1)C (2,5-dimethylbenzophenone), C(C1=CC=CC=C1)N1C(C=CC1=O)=O (N-benzylmaleimide). Run in CC(=O)C (acetone), C(Cl)Cl (methylene chloride). Yields the product C(C1=CC=CC=C1)N1C(C2C(C3=C(CC2C1=O)C=CC(=C3)C)(O)C3=CC=CC=C3)=O (2-benzyl-3a,4,9,9a-tetrahydro-6-methyl-4-phenyl-benz[f]isoindolin-4-ol-1,3-dione). The yield is 52.9%. Reaction SMILES: [CH3:1][C:2]1[CH:15]=[CH:14][C:13]([CH3:16])=[CH:12][C:3]=1[C:4]([C:6]1[CH:11]=[CH:10][CH:9]=[CH:8][CH:7]=1)=[O:5].[CH2:17]([N:24]1[C:28](=[O:29])[CH:27]=[CH:26][C:25]1=[O:30])[C:18]1[CH:23]=[CH:22][CH:21]=[CH:20][CH:19]=1>CC(C)=O.C(Cl)Cl>[CH2:17]([N:24]1[C:28](=[O:29])[CH:27]2[CH:26]([C:4]([C:6]3[CH:11]=[CH:10][CH:9]=[CH:8][CH:7]=3)([OH:5])[C:3]3[CH:12]=[C:13]([CH3:16])[CH:14]=[CH:15][C:2]=3[CH2:1]2)[C:25]1=[O:30])[C:18]1[CH:19]=[CH:20][CH:21]=[CH:22][CH:23]=1. Procedure: A solution of 35 g of 2,5-dimethylbenzophenone and 31.5 g of N-benzylmaleimide in 500 cc of acetone or methylene chloride is irradiated with a mercury high pressure lamp through a pyrex filter, until all the material has reacted (20 to 130 hours), filtration and concentration by evaporation are then effected. After crystallization from ether, the residue yields 35 g of 2-benzyl-3a,4,9,9a-tetrahydro-6-methyl-4-phenyl-benz[f]isoindolin-4-ol-1,3-dione, having a M.P. of 162-164°, which are dissolved... The reactants are CSc1cc(C(C)(C)C)c(O)c(C(=O)O)c1C, Oc1ccccc1. Yields the product CSc1cc(C(C)(C)C)c(O)c(C(=O)Oc2ccccc2)c1C. As a reaction SMILES: [C:1]([CH3:2])([CH3:3])([CH3:4])[c:5]1[c:6]([OH:17])[c:7]([C:8](=[O:9])[OH:10])[c:11]([CH3:16])[c:12]([S:14][CH3:15])[cH:13]1.[OH:18][c:19]1[cH:20][cH:21][cH:22][cH:23][cH:24]1>>[C:1]([CH3:2])([CH3:3])([CH3:4])[c:5]1[c:6]([OH:17])[c:7]([C:8]([O:9][c:19]2[cH:20][cH:21][cH:22][cH:23][cH:24]2)=[O:10])[c:11]([CH3:16])[c:12]([S:14][CH3:15])[cH:13]1. Reactants: OCC=1C=C(C=CC1)NO (N-(3-Hydroxymethylphenyl)hydroxylamine), N1=C(C=CC=C1)C=O (2-pyridinecarboxaldehyde). The product is OCC=1C=C(C=CC1)[N+](=CC1=NC=CC=C1)[O-] (N-(3-Hydroxymethylphenyl)-α-(2-pyridyl)nitrone). The yield is 65.0%. As a reaction SMILES: [OH:1][CH2:2][C:3]1[CH:4]=[C:5]([NH:9][OH:10])[CH:6]=[CH:7][CH:8]=1.[N:11]1[CH:16]=[CH:15][CH:14]=[CH:13][C:12]=1[CH:17]=O>>[OH:1][CH2:2][C:3]1[CH:4]=[C:5]([N+:9]([O-:10])=[CH:17][C:12]2[CH:13]=[CH:14][CH:15]=[CH:16][N:11]=2)[CH:6]=[CH:7][CH:8]=1. Procedure: The reaction of hydroxylamine 91 (1.36 g, 10 mmol) with 2-pyridinecarboxaldehyde (63) (1.07 g, 10 mmol) afforded, after workup, a yellow oil. The crude product was purified by passing through a short column of silica gel with 20:1 ethyl acetate/methanol as the eluant then recrystallized from acetone/petroleum ether to obtain 1.48 g (6.5 mmol, 65%) of 95 as a yellow crystalline solid: mp 117°-119° C.; IR (CH2Cl2) 3610, 3340, 1580, 1550, 1390, 1090 cm-1 ; 1H NMR (CDCl3) δ 4.53 (t, J=5.8, 1H), 4.65... Reactants: CON=CC=1C=C(C=CC1CO)C1=CC=CC=C1 (4-hydroxymethyl-biphenyl-3-carbaldehyde O-methyl-oxime), B.C1CCOC1 (BH3.THF), [OH-].[Na+] (NaOH). Solvent: O (water), C1CCOC1 (THF). Conditions: time 16 hour. Product: NCC=1C=C(C=CC1CO)C1=CC=CC=C1 (3-aminomethyl-biphenyl-4-methanol). RXN SMILES: CO[N:3]=[CH:4][C:5]1[CH:6]=[C:7]([C:13]2[CH:18]=[CH:17][CH:16]=[CH:15][CH:14]=2)[CH:8]=[CH:9][C:10]=1[CH2:11][OH:12].B.C1COCC1.[OH-].[Na+]>C1COCC1.O>[NH2:3][CH2:4][C:5]1[CH:6]=[C:7]([C:13]2[CH:18]=[CH:17][CH:16]=[CH:15][CH:14]=2)[CH:8]=[CH:9][C:10]=1[CH2:11][OH:12] |f:1.2,3.4|. Procedure details: To a solution of the oxime from step B (0.51 g, 2.1 mmol) in THF (15 mL) at 0° C. was added BH3.THF (1M in hexane; 8 mL, 8 mmol) and the resulting solution was stirred at room temperature for 16 h then heated to reflux for 24 h. The solution was cooled to 0° C. and 1N NaOH (10 mL) was added slowly. After 1 h, the mixture was diluted with water, extracted with EtOAc (3×), washed with brine, dried and evaporated to give the title compound as an oil. This was used as such in the next step. RXN SMILES: Cl[C:2]1[N:7]=[N:6][C:5]([C:8]([F:11])([F:10])[F:9])=[C:4]([C:12]2[CH:17]=[CH:16][CH:15]=[CH:14][CH:13]=2)[CH:3]=1.[C:18]([N:25]1[CH2:30][CH2:29][NH:28][CH2:27][CH2:26]1)([O:20][C:21]([CH3:24])([CH3:23])[CH3:22])=[O:19].C(N(C(C)C)CC)(C)C>C(#N)C.ClCCl>[C:21]([O:20][C:18]([N:25]1[CH2:30][CH2:29][N:28]([C:2]2[N:7]=[N:6][C:5]([C:8]([F:11])([F:10])[F:9])=[C:4]([C:12]3[CH:17]=[CH:16][CH:15]=[CH:14][CH:13]=3)[CH:3]=2)[CH2:27][CH2:26]1)=[O:19])([CH3:24])([CH3:22])[CH3:23]. Product: C(C)(C)(C)OC(=O)N1CCN(CC1)C=1N=NC(=C(C1)C1=CC=CC=C1)C(F)(F)F (4-(5-Phenyl-6-trifluoromethyl-pyridazin-3-yl)-piperazine-1-carboxylic acid tert-butyl ester). Yield: 92.9%. Procedure details: To a stirred solution of 6-chloro-4-phenyl-3-trifluoromethyl-pyridazine (D3) (7.1 g, 0.0274 mol) and N-Boc-piperazine (5.62 g, 0.0302 mol) in acetonitrile (150 ml) was added diisopropylethylamine (5.1 ml, 0.0302 mol) and the mixture heated at 150° C. for 20 min., under microwave irradiation. After this period, the reaction mixture was diluted with dichloromethane and extracted with water. The organic layer was separated, dried (MgSO4) and the solvents evaporated in vacuo. The crude product was p... Run at temperature 150 celsius. Solvent: ClCCl (dichloromethane), C(C)#N (acetonitrile). The reactants are ClC1=CC(=C(N=N1)C(F)(F)F)C1=CC=CC=C1 (6-Chloro-4-phenyl-3-trifluoromethyl-pyridazine), C(=O)(OC(C)(C)C)N1CCNCC1 (N-Boc-piperazine), C(C)(C)N(CC)C(C)C (diisopropylethylamine). Reactants: [N-]=[N+]=[N-].[Na+] (sodium azide), [Cl-].[NH4+] (ammonium chloride), ClC1=CC=C(C=C1)C1=C2C=CC(=CC2=CC=C1OCC#N)CNC(=O)C1=C(OC2=C1C=CC=C2)CCCC (2-butyl-benzofuran-3-carboxylic acid [5-(4-chloro-phenyl)-6-cyanomethoxy-naphthalen-2-ylmethyl]-amide), [N-]=[N+]=[N-].[Na+] (sodium azide), [Cl-].[NH4+] (ammonium chloride), [OH-].[Na+] (NaOH). The solvent is CN(C)C=O (DMF), O (water). Run at temperature 100 celsius, time 8 hour. Yields the product ClC1=CC=C(C=C1)C1=C2C=CC(=CC2=CC=C1OCC1=NN=NN1)CNC(=O)C1=C(OC2=C1C=CC=C2)CCCC (2-Butyl-benzofuran-3-carboxylic acid [5-(4-chloro-phenyl)-6-(1H-tetrazol-5-ylmethoxy)-naphthalen-2-ylmethyl]-amide). The yield is 90.8%. RXN SMILES: [Cl:1][C:2]1[CH:7]=[CH:6][C:5]([C:8]2[C:17]([O:18][CH2:19][C:20]#[N:21])=[CH:16][CH:15]=[C:14]3[C:9]=2[CH:10]=[CH:11][C:12]([CH2:22][NH:23][C:24]([C:26]2[C:30]4[CH:31]=[CH:32][CH:33]=[CH:34][C:29]=4[O:28][C:27]=2[CH2:35][CH2:36][CH2:37][CH3:38])=[O:25])=[CH:13]3)=[CH:4][CH:3]=1.[N-:39]=[N+:40]=[N-:41].[Na+].[Cl-].[NH4+].[OH-].[Na+]>CN(C=O)C.O>[Cl:1][C:2]1[CH:3]=[CH:4][C:5]([C:8]2[C:17]([O:18][CH2:19][C:20]3[NH:41][N:40]=[N:39][N:21]=3)=[CH:16][CH:15]=[C:14]3[C:9]=2[CH:10]=[CH:11][C:12]([CH2:22][NH:23][C:24]([C:26]2[C:30]4[CH:31]=[CH:32][CH:33]=[CH:34][C:29]=4[O:28][C:27]=2[CH2:35][CH2:36][CH2:37][CH3:38])=[O:25])=[CH:13]3)=[CH:6][CH:7]=1 |f:1.2,3.4,5.6|. Procedure details: A mixture of 2-butyl-benzofuran-3-carboxylic acid [5-(4-chloro-phenyl)-6-cyanomethoxy-naphthalen-2-ylmethyl]-amide (152 mg, 0.29 mmol), prepared in the previous step, sodium azide (59 mg, 0.90 mmol) and ammonium chloride (85 mg, 1.58 mmol) in 10 mL of DMF was stirred under nitrogen at 100° C. for 24 h (overnight). If starting material remains additional sodium azide and ammonium chloride are added and the stirring continued at 100° C. until the reaction is complete. The reaction was diluted with... Reported procedure: 4 M HCl in 1,4-dioxane (6 mL, 24 mmol) was added to tert-butyl 4-(phenylsulfonyl)-3-((pyridin-3-yloxy)methyl)piperazine-1-carboxylate TFA salt (122 mg, 0.223 mmol). After 1 h, the reaction mixture was concentrated under reduced pressure, yielding 82.4 mg (91%) of the desired product as a yellow solid. LC-MS: RT=3.71 min, [M+H]+=334.1. RXN SMILES: [ClH:1].O1CCOCC1.OC(C(F)(F)F)=O.[C:15]1([S:21]([N:24]2[CH2:29][CH2:28][N:27](C(OC(C)(C)C)=O)[CH2:26][CH:25]2[CH2:37][O:38][C:39]2[CH:40]=[N:41][CH:42]=[CH:43][CH:44]=2)(=[O:23])=[O:22])[CH:20]=[CH:19][CH:18]=[CH:17][CH:16]=1>>[ClH:1].[ClH:1].[C:15]1([S:21]([N:24]2[CH2:29][CH2:28][NH:27][CH2:26][CH:25]2[CH2:37][O:38][C:39]2[CH:40]=[N:41][CH:42]=[CH:43][CH:44]=2)(=[O:22])=[O:23])[CH:20]=[CH:19][CH:18]=[CH:17][CH:16]=1 |f:2.3,4.5.6|. Conditions: time 1 hour. The reactants are Cl (HCl), O1CCOCC1 (1,4-dioxane), OC(=O)C(F)(F)F.C1(=CC=CC=C1)S(=O)(=O)N1C(CN(CC1)C(=O)OC(C)(C)C)COC=1C=NC=CC1 (tert-butyl 4-(phenylsulfonyl)-3-((pyridin-3-yloxy)methyl)piperazine-1-carboxylate TFA salt). Isolated yield 91.0%. The product is Cl.Cl.C1(=CC=CC=C1)S(=O)(=O)N1C(CNCC1)COC=1C=NC=CC1 (1-(phenylsulfonyl)-2-((pyridin-3-yloxy)methyl)piperazine dihydrochloride). Reactants: ClC1=C(C=CC(=C1Cl)OC)SC(C(=O)O)C(C)C (α-(2,3-dichloro-4-methoxyphenylthio)isovaleric acid), S(=O)(Cl)Cl (thionyl chloride). Reported procedure: To 6.0 g of α-(2,3-dichloro-4-methoxyphenylthio)isovaleric acid in 27 ml of dry dichloromethane is added 5.5 ml of thionyl chloride. The reaction is heated under reflux for 1 hour and excess reagent is removed under aspirator pressure. The residue is diluted with 70 ml of dichloromethane and the resulting slurry is added over less than one minute to a slurry of 2.79 g of aluminum chloride in 8 ml of dichloromethane at -60°. The cooling bath is removed and the reaction allowed to warm to room tem... RXN SMILES: [Cl:1][C:2]1[C:7]([Cl:8])=[C:6]([O:9][CH3:10])[CH:5]=[CH:4][C:3]=1[S:11][CH:12]([CH:16]([CH3:18])[CH3:17])[C:13]([OH:15])=O.S(Cl)(Cl)=O>ClCCl>[Cl:8][C:7]1[C:6]([O:9][CH3:10])=[CH:5][C:4]2[C:13](=[O:15])[CH:12]([CH:16]([CH3:18])[CH3:17])[S:11][C:3]=2[C:2]=1[Cl:1]. Yields the product ClC=1C(=CC2=C(SC(C2=O)C(C)C)C1Cl)OC (6,7-dichloro-5-methoxy-2-isopropylbenzo[b]thiophen-3(2H)-one). Solvent: ClCCl (dichloromethane). The yield is 45.0%.